From a dataset of the Open Reaction Database (ORD), a public repository of structured organic reaction records. describe an organic reaction: reactants, conditions, products, and yield Reactants: COC1=CC=C(CN(C2=NC=C(C=N2)C=2C3=C(N=C(N2)N2CCOCC2)NCC3)CC3=CC=C(C=C3)OC)C=C1 (bis-(4-methoxy-benzyl)-[5-(2-morpholin-4-yl-6,7-dihydro-5H-pyrrolo[2,3-d]pyrimidin-4-yl)-pyrimidin-2-yl]-amine), BrC=1C=C(C=NC1)C(=O)N1CCN(CC1)CC ((5-bromo-pyridin-3-yl)-(4-ethyl-piperazin-1-yl)-methanone). Product: COC1=CC=C(CN(C2=NC=C(C=N2)C=2C3=C(N=C(N2)N2CCOCC2)N(CC3)C=3C=C(C=NC3)C(=O)N3CCN(CC3)CC)CC3=CC=C(C=C3)OC)C=C1 ([5-(4-{2-[bis-(4-methoxy-benzyl)-amino]-pyrimidin-5-yl}-2-morpholin-4-yl-5,6-dihydro-pyrrolo[2,3-d]pyrimidin-7-yl)-pyridin-3-yl]-(4-ethyl-piperazin-1-yl)-methanone). As a reaction SMILES: [CH3:1][O:2][C:3]1[CH:40]=[CH:39][C:6]([CH2:7][N:8]([CH2:30][C:31]2[CH:36]=[CH:35][C:34]([O:37][CH3:38])=[CH:33][CH:32]=2)[C:9]2[N:14]=[CH:13][C:12]([C:15]3[C:16]4[CH2:29][CH2:28][NH:27][C:17]=4[N:18]=[C:19]([N:21]4[CH2:26][CH2:25][O:24][CH2:23][CH2:22]4)[N:20]=3)=[CH:11][N:10]=2)=[CH:5][CH:4]=1.Br[C:42]1[CH:43]=[C:44]([C:48]([N:50]2[CH2:55][CH2:54][N:53]([CH2:56][CH3:57])[CH2:52][CH2:51]2)=[O:49])[CH:45]=[N:46][CH:47]=1>>[CH3:38][O:37][C:34]1[CH:33]=[CH:32][C:31]([CH2:30][N:8]([CH2:7][C:6]2[CH:5]=[CH:4][C:3]([O:2][CH3:1])=[CH:40][CH:39]=2)[C:9]2[N:10]=[CH:11][C:12]([C:15]3[C:16]4[CH2:29][CH2:28][N:27]([C:42]5[CH:43]=[C:44]([C:48]([N:50]6[CH2:51][CH2:52][N:53]([CH2:56][CH3:57])[CH2:54][CH2:55]6)=[O:49])[CH:45]=[N:46][CH:47]=5)[C:17]=4[N:18]=[C:19]([N:21]4[CH2:26][CH2:25][O:24][CH2:23][CH2:22]4)[N:20]=3)=[CH:13][N:14]=2)=[CH:36][CH:35]=1. Reported procedure: Using bis-(4-methoxy-benzyl)-[5-(2-morpholin-4-yl-6,7-dihydro-5H-pyrrolo[2,3-d]pyrimidin-4-yl)-pyrimidin-2-yl]-amine (50 mg) and (5-bromo-pyridin-3-yl)-(4-ethyl-piperazin-1-yl)-methanone (42 mg, prepared according to Step A in Example 1-D-25) instead of 4-chloropicolinic acid t-butylamide, in the same manner as Example 1-D-07, a crude product of [5-(4-{2-[bis-(4-methoxy-benzyl)-amino]-pyrimidin-5-yl}-2-morpholin-4-yl-5,6-dihydro-pyrrolo[2,3-d]pyrimidin-7-yl)-pyridin-3-yl]-(4-ethyl-piperazin-1-yl... Reactants: CC=1NC=CN1 (2-methylimidazole), ClC=1N=C(C2=C(N1)SC(=C2)CC)NCC2=CC(=C(C=C2)OC)Cl (2-chloro-6-ethyl-4-(3-chloro-4-methoxybenzylamino)-thieno-[2,3-d]-pyrimidine). Product: CC=1N(C=CN1)C=1N=C(C2=C(N1)SC(=C2)CC)NCC2=CC(=C(C=C2)OC)Cl (2-(2-methylimidazol-1-yl)-6-ethyl-4-(3-chloro-4-methoxybenzylamino)-thieno-[2,3-d]-pyrimidine). Reaction SMILES: [CH3:1][C:2]1[NH:3][CH:4]=[CH:5][N:6]=1.Cl[C:8]1[N:9]=[C:10]([NH:19][CH2:20][C:21]2[CH:26]=[CH:25][C:24]([O:27][CH3:28])=[C:23]([Cl:29])[CH:22]=2)[C:11]2[CH:16]=[C:15]([CH2:17][CH3:18])[S:14][C:12]=2[N:13]=1>>[CH3:1][C:2]1[N:3]([C:8]2[N:9]=[C:10]([NH:19][CH2:20][C:21]3[CH:26]=[CH:25][C:24]([O:27][CH3:28])=[C:23]([Cl:29])[CH:22]=3)[C:11]3[CH:16]=[C:15]([CH2:17][CH3:18])[S:14][C:12]=3[N:13]=2)[CH:4]=[CH:5][N:6]=1. Procedure details: Following the procedure of Example 97, the reaction of 2-methylimidazole with 2-chloro-6-ethyl-4-(3-chloro-4-methoxybenzylamino)-thieno-[2,3-d]-pyrimidine gives 2-(2-methylimidazol-1-yl)-6-ethyl-4-(3-chloro-4-methoxybenzylamino)-thieno-[2,3-d]-pyrimidine. The reactants are solution, CCCCCC (hexane), S1C2=C(C=C1)C=C(C=C2)SC(C(=O)[O-])[N+](=O)[O-].[Li+] (lithium 2-(benzo[b]thien-5-ylthio)-2-nitroacetate), Cl (hydrochloric acid), [N+](=O)(OCCC(C)C)[O-] (Isoamyl nitrate), C(=O)=O (carbon dioxide). Run in O1CCCC1 (tetrahydrofuran), O (Water). Reaction conditions: temperature -40 celsius, time 1 hour. The product is [N+](=O)([O-])CSC1=CC2=C(SC=C2)C=C1 (5-(nitromethylthio)benzo[b]thiophene). Reaction SMILES: CCCCCC.[N+]([O-])(OCCC(C)C)=O.[S:16]1[CH:20]=[CH:19][C:18]2[CH:21]=[C:22]([S:25][CH:26]([N+:30]([O-:32])=[O:31])C([O-])=O)[CH:23]=[CH:24][C:17]1=2.[Li+].Cl.C(=O)=O>O1CCCC1.O>[N+:30]([CH2:26][S:25][C:22]1[CH:23]=[CH:24][C:17]2[S:16][CH:20]=[CH:19][C:18]=2[CH:21]=1)([O-:32])=[O:31] |f:2.3|. Procedure: A 1.55 M solution of butylithium in hexane (6.2 ml, 10 mmol) was added to a stirred solution of A (1.1 g, 5 mmol) in anhydrous tetrahydrofuran (30 ml) maintained at -40° C. under an atmosphere of argon. When the addition was complete, the mixture was stirred for 1 hour at -5° C. Isoamyl nitrate (2 ml, 15 mmol) was then added dropwise to the stirred mixture at -5° C. The reaction mixture was then stirred for a further 2 hours at -5° to 0° C. The mixture (containing lithium 2-(benzo[b]thien-5-ylth... Starting materials: CCOC(=O)C1=CC(CF)(CF)Oc2ccc([N+](=O)[O-])cc21, CCO, [Cl-], [Cl-], [Na+]. Product: CCOC(=O)C1=CC(CF)(CF)Oc2ccc(N)cc21. As a reaction SMILES: [CH2:1]([CH3:2])[O:3][C:4](=[O:5])[C:6]1=[CH:7][C:8]([CH2:19][F:20])([CH2:21][F:22])[O:9][c:10]2[c:11]1[cH:12][c:13]([N+:16]([O-:17])=[O:18])[cH:14][cH:15]2.[CH2:26]([OH:27])[CH3:28].[Cl-:23].[Cl-:25].[Na+:24]>>[CH2:1]([CH3:2])[O:3][C:4](=[O:5])[C:6]1=[CH:7][C:8]([CH2:19][F:20])([CH2:21][F:22])[O:9][c:10]2[c:11]1[cH:12][c:13]([NH2:16])[cH:14][cH:15]2. Reactants: CON(C(CNC(=O)OC(C)(C)C)=O)C (N-methoxy-N-methyl-2-(tert-butoxycarbonylamino)acetamide), BrC1=NC=C(C=C1Cl)Cl (2-bromo-3,5-dichloropyridine), [Cl-].[NH4+] (ammonium chloride), O (water). The solvent is O1CCCC1 (tetrahydrofuran), O1CCCC1 (tetrahydrofuran), O1CCCC1 (tetrahydrofuran). Run at temperature -20 celsius. Product: ClC=1C(=NC=C(C1)Cl)C(CNC(OC(C)(C)C)=O)=O (tert-butyl N-[2-(3,5-dichloropyridin-2-yl)-2-oxoethyl]carbamate). Isolated yield 59.6%. RXN SMILES: Br[C:2]1[C:7]([Cl:8])=[CH:6][C:5]([Cl:9])=[CH:4][N:3]=1.CON(C)[C:13](=[O:23])[CH2:14][NH:15][C:16]([O:18][C:19]([CH3:22])([CH3:21])[CH3:20])=[O:17].[Cl-].[NH4+].O>O1CCCC1>[Cl:8][C:7]1[C:2]([C:13](=[O:23])[CH2:14][NH:15][C:16](=[O:17])[O:18][C:19]([CH3:20])([CH3:21])[CH3:22])=[N:3][CH:4]=[C:5]([Cl:9])[CH:6]=1 |f:2.3|. Procedure: To 35.1 g of 2-bromo-3,5-dichloropyridine in 10 ml of tetrahydrofuran, 116.3 ml of a 1.3 M tetrahydrofuran solution of isopropylmagnesium chloride-lithium chloride complex was added dropwise with stirring at −20° C., and after the addition, the mixture was stirred at the same temperature for 15 minutes. Then, to the reaction mixture, 15.0 g of N-methoxy-N-methyl-2-(tert-butoxycarbonylamino)acetamide in 114 ml of tetrahydrofuran was added dropwise, and after the addition, the mixture was stirred ... Reactants: COC=1C=C2CCCC(C2=CC1CN[C@@H]1[C@@H](NCCC1)C1=CC=CC=C1)C(F)(F)F ((2S,3S)-3-((6-Methoxy-1-(trifluoromethyl)-1,2,3,4-tetrahydronaphthalen-7-yl)methyl)amino-2-phenylpiperidine), Cl.Cl.FC(C)(F)C=1C=CC(=C(CN[C@@H]2[C@@H](NCCC2)C2=CC=CC=C2)C1)OC(F)(F)F ((2S,3S)-3-(5-(1,1-Difluoroethyl)-2-(trifluoromethoxy)benzyl)amino-2-phenylpiperidine dihydrochloride). Yields the product Cl.Cl.COC=1C=C2CCCC(C2=CC1CN[C@@H]1[C@@H](NCCC1)C1=CC=CC=C1)C(F)(F)F ((2S,3S)-3-((6Methoxy-1-(trifluoromethyl)-1,2,3,4-tetrahydronaphthalen-7-yl)methyl)amino-2-phenylpiperidine dihydrochloride). Reaction SMILES: [CH3:1][O:2][C:3]1[CH:4]=[C:5]2[C:10](=[CH:11][C:12]=1[CH2:13][NH:14][C@H:15]1[CH2:20][CH2:19][CH2:18][NH:17][C@H:16]1[C:21]1[CH:26]=[CH:25][CH:24]=[CH:23][CH:22]=1)[CH:9]([C:27]([F:30])([F:29])[F:28])[CH2:8][CH2:7][CH2:6]2.[ClH:31].Cl.FC(C1C=CC(OC(F)(F)F)=C(C=1)CN[C@H]1CCCN[C@H]1C1C=CC=CC=1)(F)C>>[ClH:31].[ClH:31].[CH3:1][O:2][C:3]1[CH:4]=[C:5]2[C:10](=[CH:11][C:12]=1[CH2:13][NH:14][C@H:15]1[CH2:20][CH2:19][CH2:18][NH:17][C@H:16]1[C:21]1[CH:26]=[CH:25][CH:24]=[CH:23][CH:22]=1)[CH:9]([C:27]([F:30])([F:28])[F:29])[CH2:8][CH2:7][CH2:6]2 |f:1.2.3,4.5.6|. Procedure: This compound was prepared from Compound 93 in the same manner of Compound 28. The reactants are [Li]C, CCOCC, Cc1sc(C(=O)O)cc1-c1ccccc1, O. Yields the product CC(=O)c1cc(-c2ccccc2)c(C)s1. Reaction SMILES: [CH3:16][Li:17].[CH3:18][CH2:19][O:20][CH2:21][CH3:22].[CH3:1][c:2]1[c:3](-[c:10]2[cH:11][cH:12][cH:13][cH:14][cH:15]2)[cH:4][c:5]([C:7](=[O:8])[OH:9])[s:6]1.[OH2:23]>>[CH3:1][c:2]1[c:3](-[c:10]2[cH:11][cH:12][cH:13][cH:14][cH:15]2)[cH:4][c:5]([C:7](=[O:9])[CH3:16])[s:6]1.